This data is from the Open Reaction Database (ORD), a public repository of structured organic reaction records. The task is: describe an organic reaction: reactants, conditions, products, and yield The reactants are crude material, O.C1(=CC=C(C=C1)S(=O)(=O)O)C (para-toluene sulfonic acid monohydrate), FC1=C(CN2C3=NC(=NC=C3N(C2=O)C(=O)OC(C)(C)C)NC2=C(C=CC(=C2)C#N)N)C(=CC=C1)F (tert-butyl 9-(2,6-difluorobenzyl)-2-(2-amino-5-cyanophenylamino)-8-oxo-8,9-dihydropurine-7-carboxylate), C(OC)(OC)OC (trimethyl orthoformate). The solvent is CO (MeOH). Product: FC1=C(CN2C3=NC(=NC=C3N(C2=O)C(=O)OC(C)(C)C)N2C=NC3=C2C=C(C=C3)C#N)C(=CC=C1)F (tert-Butyl 9-(2,6-difluorobenzyl)-2-(6-cyano-1H-benzo[d]imidazol-1-yl)-8-oxo-8,9-dihydropurine-7-carboxylate). RXN SMILES: O.[C:2]1(C)C=CC(S(O)(=O)=O)=CC=1.[F:13][C:14]1[CH:47]=[CH:46][CH:45]=[C:44]([F:48])[C:15]=1[CH2:16][N:17]1[C:25](=[O:26])[N:24]([C:27]([O:29][C:30]([CH3:33])([CH3:32])[CH3:31])=[O:28])[C:23]2[C:18]1=[N:19][C:20]([NH:34][C:35]1[CH:40]=[C:39]([C:41]#[N:42])[CH:38]=[CH:37][C:36]=1[NH2:43])=[N:21][CH:22]=2.C(OC)(OC)OC>CO>[F:13][C:14]1[CH:47]=[CH:46][CH:45]=[C:44]([F:48])[C:15]=1[CH2:16][N:17]1[C:25](=[O:26])[N:24]([C:27]([O:29][C:30]([CH3:33])([CH3:32])[CH3:31])=[O:28])[C:23]2[C:18]1=[N:19][C:20]([N:34]1[C:35]3[CH:40]=[C:39]([C:41]#[N:42])[CH:38]=[CH:37][C:36]=3[N:43]=[CH:2]1)=[N:21][CH:22]=2 |f:0.1|. Reported procedure: A catalytic amount of para-toluene sulfonic acid monohydrate was added to a solution of the above amine intermediate and trimethyl orthoformate (3 mL) in MeOH (10 mL). After 1 hr the crude material was adsorbed onto silica gel and purified by column chromatography (eluted with 1 and 2% MeOH/DCM) to yield tert-Butyl 9-(2,6-difluorobenzyl)-2-(6-cyano-1H-benzo[d]imidazol-1-yl)-8-oxo-8,9-dihydropurine-7-carboxylate (60) (164 mg), MH+=504 and MH+-BOC=404. The reactants are CS(=O)(=O)C=1C=CC2=C(OC(OC2)CNCCC)C1 (N-{[7-(methylsulfonyl)-4H-1,3-benzodioxin-2-yl]methyl}propan-1-amine), C(C1=CC=CC=C1)Br (benzylbromide), C([O-])([O-])=O.[K+].[K+] (potassium carbonate), C(C)#N (ACN). Run in CCOC(=O)C (EtOAc). The product is C(C1=CC=CC=C1)N(CCC)CC1OCC2=C(O1)C=C(C=C2)S(=O)(=O)C ((+)-N-BENZYL-N-{[7-(METHYLSULFONYL)-4H-1,3-BENZODIOXIN-2-YL]METHYL}PROPAN-1-AMINE). The yield is 76.1%. RXN SMILES: [CH3:1][S:2]([C:5]1[CH:6]=[CH:7][C:8]2[CH2:13][O:12][CH:11]([CH2:14][NH:15][CH2:16][CH2:17][CH3:18])[O:10][C:9]=2[CH:19]=1)(=[O:4])=[O:3].[CH2:20](Br)[C:21]1[CH:26]=[CH:25][CH:24]=[CH:23][CH:22]=1.C(=O)([O-])[O-].[K+].[K+].C(#N)C>CCOC(C)=O>[CH2:20]([N:15]([CH2:14][CH:11]1[O:10][C:9]2[CH:19]=[C:5]([S:2]([CH3:1])(=[O:4])=[O:3])[CH:6]=[CH:7][C:8]=2[CH2:13][O:12]1)[CH2:16][CH2:17][CH3:18])[C:21]1[CH:26]=[CH:25][CH:24]=[CH:23][CH:22]=1 |f:2.3.4|. Reported procedure: N-{[7-(methylsulfonyl)-4H-1,3-benzodioxin-2-yl]methyl}propan-1-amine (1.2 g, 4.2 mmol), benzylbromide (0.53 ml, 4.4 mmol), potassium carbonate (0.70 g, 5.0 mmol) and ACN (50 ml) were heated at 60° C. for 2.5 h. EtOAc (100 ml) was added and the mixture was filtered and evaporated to dryness. Purification by flash chromatography (isooctane/EtOAc 1:1) and evaporation of pure fractions afforded the title compound (1.2 g). 1H-NMR (400 MHz, MeOH): δ 7.48 (1H, dd, J1 8.0 Hz, J2 2.0 Hz), δ 7.38-7.21 (7H... The reactants are CCOC(=O)c1cnn2c(C3CCCCC3)c(-c3ccc(Cc4ccccc4)cc3)cnc12, Cl, [Li+], C1CCOC1, [OH-]. Product: O=C(O)c1cnn2c(C3CCCCC3)c(-c3ccc(Cc4ccccc4)cc3)cnc12. Reaction SMILES: [CH2:1]([CH3:2])[O:3][C:4](=[O:5])[c:6]1[cH:7][n:8][n:9]2[c:10]1[n:11][cH:12][c:13](-[c:21]1[cH:22][cH:23][c:24]([CH2:27][c:28]3[cH:29][cH:30][cH:31][cH:32][cH:33]3)[cH:25][cH:26]1)[c:14]2[CH:15]1[CH2:16][CH2:17][CH2:18][CH2:19][CH2:20]1.[ClH:36].[Li+:35].[O:37]1[CH2:38][CH2:39][CH2:40][CH2:41]1.[OH-:34]>>[O:3]=[C:4]([OH:5])[c:6]1[cH:7][n:8][n:9]2[c:10]1[n:11][cH:12][c:13](-[c:21]1[cH:22][cH:23][c:24]([CH2:27][c:28]3[cH:29][cH:30][cH:31][cH:32][cH:33]3)[cH:25][cH:26]1)[c:14]2[CH:15]1[CH2:16][CH2:17][CH2:18][CH2:19][CH2:20]1. The reactants are O=C([O-])[O-], CN1CCCC1=O, Clc1cn[nH]c1, [Cs+], [Cs+], CSc1nc(N)nc(Br)c1C#N. Yields the product CSc1nc(N)nc(-n2cc(Cl)cn2)c1C#N. Reaction SMILES: [C:19](=[O:20])([O-:21])[O-:22].[CH3:25][N:26]1[CH2:27][CH2:28][CH2:29][C:30]1=[O:31].[Cl:13][c:14]1[cH:15][n:16][nH:17][cH:18]1.[Cs+:23].[Cs+:24].[NH2:1][c:2]1[n:3][c:4]([S:11][CH3:12])[c:5]([C:9]#[N:10])[c:6]([Br:8])[n:7]1>>[NH2:1][c:2]1[n:3][c:4]([S:11][CH3:12])[c:5]([C:9]#[N:10])[c:6](-[n:16]2[cH:15][c:14]([Cl:13])[cH:18][n:17]2)[n:7]1. Yields the product CS(=O)(=O)CCN1CC(c2cccc(OCc3ccccc3)c2)N(c2ccc(Oc3ccc(Cl)cc3)cc2)C1=O. Reactants: C=CS(C)(=O)=O, [Cl-], O=C1NCC(c2cccc(OCc3ccccc3)c2)N1c1ccc(Oc2ccc(Cl)cc2)cc1, [H-], [NH4+], [Na+], CN(C)C=O. As a reaction SMILES: [CH:37](=[CH2:38])[S:39](=[O:40])(=[O:41])[CH3:42].[Cl-:43].[Cl:1][c:2]1[cH:3][cH:4][c:5]([O:6][c:7]2[cH:8][cH:9][c:10]([N:13]3[C:14](=[O:32])[NH:15][CH2:16][CH:17]3[c:18]3[cH:19][c:20]([O:24][CH2:25][c:26]4[cH:27][cH:28][cH:29][cH:30][cH:31]4)[cH:21][cH:22][cH:23]3)[cH:11][cH:12]2)[cH:33][cH:34]1.[H-:35].[NH4+:44].[Na+:36].[O:45]=[CH:46][N:47]([CH3:48])[CH3:49]>>[Cl:1][c:2]1[cH:3][cH:4][c:5]([O:6][c:7]2[cH:8][cH:9][c:10]([N:13]3[C:14](=[O:32])[N:15]([CH2:38][CH2:37][S:39](=[O:40])(=[O:41])[CH3:42])[CH2:16][CH:17]3[c:18]3[cH:19][c:20]([O:24][CH2:25][c:26]4[cH:27][cH:28][cH:29][cH:30][cH:31]4)[cH:21][cH:22][cH:23]3)[cH:11][cH:12]2)[cH:33][cH:34]1. As a reaction SMILES: [CH2:18]([CH3:19])[c:20]1[cH:21][c:22]([CH2:28][CH2:29][CH2:30][C:31](=[O:32])[OH:33])[cH:23][cH:24][c:25]1[CH2:26][CH3:27].[CH2:1]([c:2]1[cH:3][cH:4][cH:5][cH:6][c:7]1[CH2:8][CH3:9])[CH3:10].[O:11]=[C:12]1[O:13][C:14](=[O:15])[CH2:16][CH2:17]1>>[CH2:18]([CH3:19])[c:20]1[cH:21][c:22]2[c:23]([cH:24][c:25]1[CH2:26][CH3:27])[C:31](=[O:33])[CH2:30][CH2:29][CH2:28]2. Reactants: CCc1ccc(CCCC(=O)O)cc1CC, CCc1ccccc1CC, O=C1CCC(=O)O1. The product is CCc1cc2c(cc1CC)C(=O)CCC2. Starting materials: C(\C=C\C(=O)OC)(=O)OC (dimethyl fumarate), C(=C)OCCCCO (hydroxybutyl vinyl ether). The reagents and catalysts are C(C)(=O)[O-].[Zn+2].C(C)(=O)[O-] (zinc acetate), CC(C)(C)C1=CC(=CC(=C1O)C(C)(C)C)CCC(=O)OCC(COC(=O)CCC2=CC(=C(C(=C2)C(C)(C)C)O)C(C)(C)C)(COC(=O)CCC3=CC(=C(C(=C3)C(C)(C)C)O)C(C)(C)C)COC(=O)CCC4=CC(=C(C(=C4)C(C)(C)C)O)C(C)(C)C (IRGANOX 1010). Run in CO (methanol). The product is C(\C=C\C(=O)OCCCCOC=C)(=O)OCCCCOC=C (bis(4-vinyloxybutyl) fumarate). Yield: 95.2%. Reaction SMILES: [C:1]([O:9][CH3:10])(=[O:8])/[CH:2]=[CH:3]/[C:4]([O:6][CH3:7])=[O:5].[CH:11]([O:13][CH2:14][CH2:15][CH2:16]CO)=[CH2:12]>C([O-])(=O)C.[Zn+2].C([O-])(=O)C.CC(C1C(O)=C(C(C)(C)C)C=C(CCC(OCC(COC(CCC2C=C(C(C)(C)C)C(O)=C(C(C)(C)C)C=2)=O)(COC(CCC2C=C(C(C)(C)C)C(O)=C(C(C)(C)C)C=2)=O)COC(CCC2C=C(C(C)(C)C)C(O)=C(C(C)(C)C)C=2)=O)=O)C=1)(C)C.CO>[C:1]([O:9][CH2:10][CH2:16][CH2:15][CH2:14][O:13][CH:11]=[CH2:12])(=[O:8])/[CH:2]=[CH:3]/[C:4]([O:6][CH2:7][CH2:16][CH2:15][CH2:14][O:13][CH:11]=[CH2:12])=[O:5] |f:2.3.4|. Procedure: Into a 1 L-volume flask equipped with a distillation unit, 144 g of dimethyl fumarate, 279 g of hydroxybutyl vinyl ether, 0.2 g of zinc acetate and 0.3 g of IRGANOX 1010 as a polymerization inhibitor were charged. The mixture was heated to 140° C. in a nitrogen atmosphere and methanol generated as a by-product was distilled off. When methanol reached 70% of the theoretical amount, the pressure inside of the reaction system was gradually reduced to accelerate the distillation of methanol, and by ... Reactants: O=C([O-])O, CCOC(C)=O, COc1cc(C=C(F)C(=O)O)ccc1-n1cnc(C)c1, NN1CCCC(c2c(F)cc(F)cc2F)C1=O, [Na+], CN(C)C=O, O. The product is COc1cc(C=C(F)C(=O)NN2CCCC(c3c(F)cc(F)cc3F)C2=O)ccc1-n1cnc(C)c1. RXN SMILES: [C:39](=[O:40])([OH:41])[O-:42].[CH3:44][CH2:45][O:46][C:47](=[O:48])[CH3:49].[F:1][C:2]([C:3](=[O:4])[OH:5])=[CH:6][c:7]1[cH:8][c:9]([O:19][CH3:20])[c:10](-[n:13]2[cH:14][n:15][c:16]([CH3:18])[cH:17]2)[cH:11][cH:12]1.[NH2:21][N:22]1[C:23](=[O:37])[CH:24]([c:28]2[c:29]([F:36])[cH:30][c:31]([F:35])[cH:32][c:33]2[F:34])[CH2:25][CH2:26][CH2:27]1.[Na+:43].[O:50]=[CH:51][N:52]([CH3:53])[CH3:54].[OH2:38]>>[F:1][C:2]([C:3](=[O:5])[NH:21][N:22]1[C:23](=[O:37])[CH:24]([c:28]2[c:29]([F:36])[cH:30][c:31]([F:35])[cH:32][c:33]2[F:34])[CH2:25][CH2:26][CH2:27]1)=[CH:6][c:7]1[cH:8][c:9]([O:19][CH3:20])[c:10](-[n:13]2[cH:14][n:15][c:16]([CH3:18])[cH:17]2)[cH:11][cH:12]1.